This data is from the Open Reaction Database (ORD), a public repository of structured organic reaction records. The task is: describe an organic reaction: reactants, conditions, products, and yield Reactants: OC1=CC=C(C(=O)[O-])C=C1 (4-hydroxybenzoate), BrCCCCl (1-bromo-3-chloropropane), C([O-])([O-])=O.[K+].[K+] (potassium carbonate). Solvent: CC(=O)C (acetone). The product is COC(C1=CC=C(C=C1)OCCCCl)=O (4-(3-Chloropropoxy)benzoic acid methyl ester). Isolated yield 106.7%. As a reaction SMILES: [OH:1][C:2]1[CH:10]=[CH:9][C:5]([C:6]([O-:8])=[O:7])=[CH:4][CH:3]=1.Br[CH2:12][CH2:13][CH2:14][Cl:15].[C:16](=O)([O-])[O-].[K+].[K+]>CC(C)=O>[CH3:16][O:7][C:6](=[O:8])[C:5]1[CH:9]=[CH:10][C:2]([O:1][CH2:12][CH2:13][CH2:14][Cl:15])=[CH:3][CH:4]=1 |f:2.3.4|. Procedure: Ethyl, 4-hydroxybenzoate 83.1 g (0.50 mole), 107 ml (1.0 mole) of 1-bromo-3-chloropropane, and potassium carbonate (1.5 mole, 207.3 g) were mechanically stirred in 600 ml of refluxing acetone under nitrogen overnight. The potassium carbonate was removed by filtration, and the filtrate was evaporated under reduced pressure to give 122 g of a liquid. This liquid was dissolved in 250 ml of petroleum ether and with stirring and cooling in an ice/2-propanol bath. A white precipitate formed and was co...